This data is from the Open Reaction Database (ORD), a public repository of structured organic reaction records. The task is: describe an organic reaction: reactants, conditions, products, and yield The reactants are C(CCC)C1=CC(CCC1)=O (3-n-butyl-2-cyclohexen-1-one), C(C)(C)[N-]C(C)C.[Li+] (lithium diisopropylamide), BrCC(=O)OCC (ethyl bromoacetate), C(=O)(OCC)CC1CCC(=CC1=O)C (6-(carbethoxymethyl)-3-methyl-2-cyclohexen-1-one). Solvent: C1CCOC1 (THF), C1CCOC1 (THF). Product: C(=O)(OCC)CC1CCC(=CC1=O)CCCC (6-(carbethoxymethyl)-3-n-butyl-2-cyclohexen-1-one). The yield is 83.5%. RXN SMILES: [CH2:1]([C:5]1[CH2:10][CH2:9][CH2:8][C:7](=[O:11])[CH:6]=1)[CH2:2][CH2:3][CH3:4].C([N-]C(C)C)(C)C.[Li+].Br[CH2:21][C:22]([O:24][CH2:25][CH3:26])=[O:23].C(CC1C(=O)C=C(C)CC1)(OCC)=O>C1COCC1>[C:22]([CH2:21][CH:8]1[C:7](=[O:11])[CH:6]=[C:5]([CH2:1][CH2:2][CH2:3][CH3:4])[CH2:10][CH2:9]1)([O:24][CH2:25][CH3:26])=[O:23] |f:1.2|. Reported procedure: The reaction of 3-n-butyl-2-cyclohexen-1-one (3.0 g, 19.7 mmoles) in 10 ml of THF with lithium diisopropylamide (2.17 mmoles) followed by ethyl bromoacetate (3.96 g, 23.6 mmoles) in 10 ml of THF, at -78° C. under argon, was conducted in a similar manner to the synthesis of 6-(carbethoxymethyl)-3-methyl-2-cyclohexen-1-one described in Example II, and a yield of 3.92 g (83%) of 6-(carbethoxymethyl)-3-n-butyl-2-cyclohexen-1-one was obtained.